From a dataset of the Open Reaction Database (ORD), a public repository of structured organic reaction records. describe an organic reaction: reactants, conditions, products, and yield Reactants: C(C)(C)N(CC)C(C)C (diisopropylethylamine), ClC1=C(C=CC=C1)S(=O)(=O)Cl (2-chlorobenzenesulfonyl chloride), C(C1=CC=CC=C1)OC=1C=C(C=CC1)O (3-Benzyloxyphenol). Solvent: C(Cl)Cl (methylene chloride), C(Cl)Cl (methylene chloride). The product is C(C1=CC=CC=C1)OC=1C=C(C=CC1)OS(=O)(=O)C1=C(C=CC=C1)Cl (2-Chlorobenzenesulfonic Acid 3-benzyloxyphenyl Ester). Isolated yield 95.2%. RXN SMILES: [CH2:1]([O:8][C:9]1[CH:10]=[C:11]([OH:15])[CH:12]=[CH:13][CH:14]=1)[C:2]1[CH:7]=[CH:6][CH:5]=[CH:4][CH:3]=1.C(N(C(C)C)CC)(C)C.[Cl:25][C:26]1[CH:31]=[CH:30][CH:29]=[CH:28][C:27]=1[S:32](Cl)(=[O:34])=[O:33]>C(Cl)Cl>[CH2:1]([O:8][C:9]1[CH:10]=[C:11]([O:15][S:32]([C:27]2[CH:28]=[CH:29][CH:30]=[CH:31][C:26]=2[Cl:25])(=[O:34])=[O:33])[CH:12]=[CH:13][CH:14]=1)[C:2]1[CH:3]=[CH:4][CH:5]=[CH:6][CH:7]=1. Reported procedure: 3-Benzyloxyphenol (2.97 g, 15 mmol), as prepared in the preceding step, in methylene chloride (50 mL) was treated with diisopropylethylamine (2 mL) and 2-chlorobenzenesulfonyl chloride (3.27 g, 15.5 mmol) at 0° C. for 2 h and at room temperature for 2 h. The reaction mixture was diluted with 200 mL of methylene chloride, washed sequentially with saturated NaHCO3 (2×50 mL) and brine (2×50 mL), and dried over Na2SO4. The solvent was removed in vacuo and the residue was purified by flash column chr... Reactants: Clc1ncccc1Br, C1CNCCN1, Cl, Cl, C1CNCCN1, O. Product: Brc1cccnc1N1CCNCC1. RXN SMILES: [Br:1][c:2]1[c:3]([Cl:8])[n:4][cH:5][cH:6][cH:7]1.[CH2:9]1[CH2:10][NH:11][CH2:12][CH2:13][NH:14]1.[ClH:15].[ClH:16].[NH:17]1[CH2:18][CH2:19][NH:20][CH2:21][CH2:22]1.[OH2:23]>>[Br:1][c:2]1[c:3]([N:11]2[CH2:10][CH2:9][NH:14][CH2:13][CH2:12]2)[n:4][cH:5][cH:6][cH:7]1.